Dataset: the Open Reaction Database (ORD), a public repository of structured organic reaction records. Task: describe an organic reaction: reactants, conditions, products, and yield Reactants: C(=C)C1=CC(=NC=C1)COC(=O)[C@H]1NN(CCC1)C([C@H](CC1=CC(=CC=C1)O[Si](C)(C)C(C)(C)C)NC([C@H](C(C)C)NC([C@@H]([C@@H](CCC=C)OC)C)=O)=O)=O ((S)-1-{(S)-3-[3-(tert-butyl-dimethyl-silanyloxy)-phenyl]-2-[(S)-2-((2R,3R)-3-methoxy-2-methyl-hept-6-enoylamino)-3-methyl-butyrylamino]-prop ionyl}-hexahydro-pyridazine-3-carboxylic acid 4-vinyl-pyridin-2-ylmethyl ester). Reagents/catalysts: CC1=CC(=C(C(=C1)C)N2CCN(C2=[Ru](=CC3=C(C=CC=C3)OC(C)C)(Cl)Cl)C4=C(C=C(C=C4C)C)C)C (Hoveyda-Grubbs 2nd generation). Solvent: ClCCCl (1,2-dichloroethane). Reaction conditions: temperature 80 celsius. The product is C(C)(C)(C)[Si](OC=1C=C(C[C@@H]2NC([C@@H](NC([C@@H]([C@@H](CC/C=C/C3=CC=NC(COC([C@@H]4CCCN(C2=O)N4)=O)=C3)OC)C)=O)C(C)C)=O)C=CC1)(C)C ((E)-(1S,14R,15R,18S,21S)-21-[3-(tert-butyl-dimethyl-silanyloxy)-benzyl]-18-isopropyl-14-methoxy-15-methyl-3-oxa-6,17,20,23,27-pentaaza-tricyclo[21.3.1.1*5,9*]octacosa-5(28),6,8,10-tetraene-2,16,19,22-tetraone). Yield: 61.0%. Reaction SMILES: [CH:1]([C:3]1[CH:8]=[CH:7][N:6]=[C:5]([CH2:9][O:10][C:11]([C@@H:13]2[CH2:18][CH2:17][CH2:16][N:15]([C:19](=[O:55])[C@@H:20]([NH:36][C:37](=[O:54])[C@@H:38]([NH:42][C:43](=[O:53])[C@H:44]([CH3:52])[C@H:45]([O:50][CH3:51])[CH2:46][CH2:47]C=C)[CH:39]([CH3:41])[CH3:40])[CH2:21][C:22]3[CH:27]=[CH:26][CH:25]=[C:24]([O:28][Si:29]([C:32]([CH3:35])([CH3:34])[CH3:33])([CH3:31])[CH3:30])[CH:23]=3)[NH:14]2)=[O:12])[CH:4]=1)=[CH2:2]>CC1C=C(C)C(N2C(=[Ru](Cl)(Cl)=CC3C=CC=CC=3OC(C)C)N(C3C(C)=CC(C)=CC=3C)CC2)=C(C)C=1.ClCCCl>[C:32]([Si:29]([CH3:30])([CH3:31])[O:28][C:24]1[CH:23]=[C:22]([CH:27]=[CH:26][CH:25]=1)[CH2:21][C@H:20]1[C:19](=[O:55])[N:15]2[NH:14][C@@H:13]([CH2:18][CH2:17][CH2:16]2)[C:11](=[O:12])[O:10][CH2:9][C:5]2=[CH:4][C:3](=[CH:8][CH:7]=[N:6]2)[CH:1]=[CH:2][CH2:47][CH2:46][C@@H:45]([O:50][CH3:51])[C@@H:44]([CH3:52])[C:43](=[O:53])[NH:42][C@@H:38]([CH:39]([CH3:41])[CH3:40])[C:37](=[O:54])[NH:36]1)([CH3:35])([CH3:33])[CH3:34]. Reported procedure: Hoveyda-Grubbs 2nd generation catalyst (22 mg, 0.035 mmol) was added to a stirred solution of (S)-1-{(S)-3-[3-(tert-butyl-dimethyl-silanyloxy)-phenyl]-2-[(S)-2-((2R,3R)-3-methoxy-2-methyl-hept-6-enoylamino)-3-methyl-butyrylamino]-prop ionyl}-hexahydro-pyridazine-3-carboxylic acid 4-vinyl-pyridin-2-ylmethyl ester (276 mg, 0.35 mmol) in 1,2-dichloroethane (130 mL) and the reaction mixture was heated at 80° C. under nitrogen for 3 hours. The reaction mixture was cooled to room temperature, silica g...